From a dataset of the Open Reaction Database (ORD), a public repository of structured organic reaction records. describe an organic reaction: reactants, conditions, products, and yield Reactants: CCCCn1cc(C(=O)OCC)c(=O)c2cc(F)c(Br)c(F)c21, COc1ccc(Br)cc1, [Li]C(C)(C)C, CCCCC, [Cl-], [Cl-], [Zn+2], c1ccc(P(c2ccccc2)(c2ccccc2)[Pd](P(c2ccccc2)(c2ccccc2)c2ccccc2)(P(c2ccccc2)(c2ccccc2)c2ccccc2)P(c2ccccc2)(c2ccccc2)c2ccccc2)cc1. Yields the product CCCCn1cc(C(=O)OCC)c(=O)c2cc(F)c(-c3ccc(OC)cc3)c(F)c21. As a reaction SMILES: [Br:1][c:2]1[c:3]([F:23])[cH:4][c:5]2[c:6](=[O:22])[c:7]([C:17](=[O:18])[O:19][CH2:20][CH3:21])[cH:8][n:9]([CH2:13][CH2:14][CH2:15][CH3:16])[c:10]2[c:11]1[F:12].[Br:24][c:25]1[cH:26][cH:27][c:28]([O:31][CH3:32])[cH:29][cH:30]1.[C:33]([Li:34])([CH3:35])([CH3:36])[CH3:37].[CH3:38][CH2:39][CH2:40][CH2:41][CH3:42].[Cl-:43].[Cl-:45].[Zn+2:44].[cH:46]1[cH:47][cH:48][c:49]([P:50]([Pd:51]([P:52]([c:53]2[cH:54][cH:55][cH:56][cH:57][cH:58]2)([c:59]2[cH:60][cH:61][cH:62][cH:63][cH:64]2)[c:65]2[cH:66][cH:67][cH:68][cH:69][cH:70]2)([P:71]([c:72]2[cH:73][cH:74][cH:75][cH:76][cH:77]2)([c:78]2[cH:79][cH:80][cH:81][cH:82][cH:83]2)[c:84]2[cH:85][cH:86][cH:87][cH:88][cH:89]2)[P:90]([c:91]2[cH:92][cH:93][cH:94][cH:95][cH:96]2)([c:97]2[cH:98][cH:99][cH:100][cH:101][cH:102]2)[c:103]2[cH:104][cH:105][cH:106][cH:107][cH:108]2)([c:109]2[cH:110][cH:111][cH:112][cH:113][cH:114]2)[c:115]2[cH:116][cH:117][cH:118][cH:119][cH:120]2)[cH:121][cH:122]1>>[c:2]1(-[c:25]2[cH:26][cH:27][c:28]([O:31][CH3:32])[cH:29][cH:30]2)[c:3]([F:23])[cH:4][c:5]2[c:6](=[O:22])[c:7]([C:17](=[O:18])[O:19][CH2:20][CH3:21])[cH:8][n:9]([CH2:13][CH2:14][CH2:15][CH3:16])[c:10]2[c:11]1[F:12]. Solvent: C(C)#N (acetonitrile). Isolated yield 68.6%. Reactants: C(C)(C)(C)ON=C1C=C(OC2=CC=C(C=C12)OCCCl)C1=CC=2N(C=N1)C=CC2 (6-(2-chloro-ethoxy)-2-pyrrolo[1,2-c]pyrimidin-3-yl-chromen-4-one O-tert-butyl oxime), C([O-])([O-])=O.[K+].[K+] (potassium carbonate), N1CCCC1 (pyrrolidine). Yields the product C(C)(C)(C)ON=C1C=C(OC2=CC=C(C=C12)OCCN1CCCC1)C1=CC=2N(C=N1)C=CC2 (6-(2-Pyrrolidin-1-yl-ethoxy)-2-pyrrolo[1,2-c]pyrimidin-3-yl-chromen-4-one O-tert-butyl oxime). Procedure details: A mixture of 6-(2-chloro-ethoxy)-2-pyrrolo[1,2-c]pyrimidin-3-yl-chromen-4-one O-tert-butyl oxime (example 87B) (64 mg, 0.16 mmol), potassium carbonate (64 mg, 0.46 mmol) and pyrrolidine (19 μl, 0.24 mmol), in acetonitrile (1.5 ml) was heated in a sealed tube at 100° C. for 18 hours. The yellow suspension was filtered, the solid washed with ethyl acetate and the combined filtrates concentrated to dryness. The residue was purified by silica gel flash chromatography (gradient ethyl acetate/methanol... RXN SMILES: [C:1]([O:5][N:6]=[C:7]1[C:16]2[C:11](=[CH:12][CH:13]=[C:14]([O:17][CH2:18][CH2:19]Cl)[CH:15]=2)[O:10][C:9]([C:21]2[N:26]=[CH:25][N:24]3[CH:27]=[CH:28][CH:29]=[C:23]3[CH:22]=2)=[CH:8]1)([CH3:4])([CH3:3])[CH3:2].C(=O)([O-])[O-].[K+].[K+].[NH:36]1[CH2:40][CH2:39][CH2:38][CH2:37]1>C(#N)C>[C:1]([O:5][N:6]=[C:7]1[C:16]2[C:11](=[CH:12][CH:13]=[C:14]([O:17][CH2:18][CH2:19][N:36]3[CH2:40][CH2:39][CH2:38][CH2:37]3)[CH:15]=2)[O:10][C:9]([C:21]2[N:26]=[CH:25][N:24]3[CH:27]=[CH:28][CH:29]=[C:23]3[CH:22]=2)=[CH:8]1)([CH3:4])([CH3:3])[CH3:2] |f:1.2.3|. The reactants are O=[N+]([O-])c1c(F)cccc1OCc1ccccc1, CCO, Cl, [K+], [K+], O=C([O-])[O-], Cl[Sn]Cl. Yields the product Nc1c(F)cccc1OCc1ccccc1. RXN SMILES: [CH2:1]([c:2]1[cH:3][cH:4][cH:5][cH:6][cH:7]1)[O:8][c:9]1[c:10]([N+:16]([O-:17])=[O:18])[c:11]([F:15])[cH:12][cH:13][cH:14]1.[CH3:28][CH2:29][OH:30].[ClH:31].[K+:22].[K+:23].[O-:24][C:25]([O-:26])=[O:27].[Sn:19]([Cl:20])[Cl:21]>>[CH2:1]([c:2]1[cH:3][cH:4][cH:5][cH:6][cH:7]1)[O:8][c:9]1[c:10]([NH2:16])[c:11]([F:15])[cH:12][cH:13][cH:14]1. The reactants are FC(CN1N=CN=C1C=1N=C2N(CCOC3=C2C=C(C=C3)C(=O)O)C1)(F)F (2-(1-(2,2,2-trifluoroethyl)-1H-1,2,4-triazol-5-yl)-5,6-dihydrobenzo[f]imidazo[1,2-d][1,4]oxazepine-10-carboxylic acid), CS(=O)(=O)CCN (2-(methylsulfonyl)ethanamine). Product: CS(=O)(=O)CCNC(=O)C=1C=CC2=C(C=3N(CCO2)C=C(N3)C3=NC=NN3CC(F)(F)F)C1 (N-(2-(methylsulfonyl)ethyl)-2-(1-(2,2,2-trifluoroethyl)-1H-1,2,4-triazol-5-yl)-5,6-dihydrobenzo[f]imidazo[1,2-d][1,4]oxazepine-10-carboxamide). Reaction SMILES: [F:1][C:2]([F:27])([F:26])[CH2:3][N:4]1[C:8]([C:9]2[N:10]=[C:11]3[C:17]4[CH:18]=[C:19]([C:22](O)=[O:23])[CH:20]=[CH:21][C:16]=4[O:15][CH2:14][CH2:13][N:12]3[CH:25]=2)=[N:7][CH:6]=[N:5]1.[CH3:28][S:29]([CH2:32][CH2:33][NH2:34])(=[O:31])=[O:30]>>[CH3:28][S:29]([CH2:32][CH2:33][NH:34][C:22]([C:19]1[CH:20]=[CH:21][C:16]2[O:15][CH2:14][CH2:13][N:12]3[CH:25]=[C:9]([C:8]4[N:4]([CH2:3][C:2]([F:27])([F:26])[F:1])[N:5]=[CH:6][N:7]=4)[N:10]=[C:11]3[C:17]=2[CH:18]=1)=[O:23])(=[O:31])=[O:30]. Reported procedure: Following the procedure for 109, 2-(1-(2,2,2-trifluoroethyl)-1H-1,2,4-triazol-5-yl)-5,6-dihydrobenzo[f]imidazo[1,2-d][1,4]oxazepine-10-carboxylic acid and 2-(methylsulfonyl)ethanamine gave 119. MS: (ESI+)=485.1. 1H NMR (400 MHz, DMSO) δ 8.93 (d, J=2.1 Hz, 1H), 8.72 (t, J=5.4 Hz, 1H), 8.10 (s, 2H), 7.78 (dd, J=8.6, 2.2 Hz, 1H), 7.14 (d, J=8.5 Hz, 1H), 5.94 (q, J=8.9 Hz, 2H), 4.58 (s, 4H), 3.69 (dd, J=12.7, 6.5 Hz, 2H), 3.38 (t, J=6.8 Hz, 2H), 3.04 (s, 3H) Procedure details: 5-(1-Hydroxy-2-ethyl-6,7-dichloro-5-indanyloxymethyl)tetrazole is prepared following substantially the same procedure described in Example 1, using the following substances: 5-(1-oxo-2-ethyl-6,7-dichloro-5-indanyloxymethyl)tetrazole (6.54 g., 0.02 mole); potassium borohydride (2.0 g.); and water (200 ml.). The reactants are O=C(C1=NN=NN1)OC=1C=C2CC(CC2=C(C1Cl)Cl)CC (5-(1-oxo-2-ethyl-6,7-dichloro-5-indanyloxymethyl)tetrazole), [BH4-].[K+] (potassium borohydride). Yields the product OC(C1=NN=NN1)OC=1C=C2CC(CC2=C(C1Cl)Cl)CC (5-(1-Hydroxy-2-ethyl-6,7-dichloro-5-indanyloxymethyl)tetrazole). Run in O (water). As a reaction SMILES: [O:1]=[C:2]([O:8][C:9]1[CH:10]=[C:11]2[C:15](=[C:16]([Cl:19])[C:17]=1[Cl:18])[CH2:14][CH:13]([CH2:20][CH3:21])[CH2:12]2)[C:3]1[NH:7][N:6]=[N:5][N:4]=1.[BH4-].[K+]>O>[OH:1][CH:2]([O:8][C:9]1[CH:10]=[C:11]2[C:15](=[C:16]([Cl:19])[C:17]=1[Cl:18])[CH2:14][CH:13]([CH2:20][CH3:21])[CH2:12]2)[C:3]1[NH:7][N:6]=[N:5][N:4]=1 |f:1.2|.